describe an organic reaction: reactants, conditions, products, and yield From a dataset of the Open Reaction Database (ORD), a public repository of structured organic reaction records. Starting materials: Cl (HCl), O1CCOCC1 (1,4-dioxane), O[C@H]1CO[C@H]2[C@@H]1N(C[C@H]2OC)C([C@H](CC(C)(C)C)NC(OC(C)(C)C)=O)=O (tert-butyl (S)-1-((3R,3aR,6R,6aS)-3-hydroxy-6-methoxydihydro-2H-furo[3,2-b]pyrrol-4(5H,6H,6aH)-yl)-4,4-dimethyl-1-oxopentan-2-ylcarbamate). Run at time 2 hour. Yields the product Cl.N[C@H](C(=O)N1[C@H]2[C@@H]([C@@H](C1)OC)OC[C@@H]2O)CC(C)(C)C ((S)-2-amino-1-((3R,3aR,6R,6aS)-3-hydroxy-6-methoxydihydro-2H-furo[3,2-b]pyrrol-4(5H,6H,6aH)-yl)-4,4-dimethylpentan-1-one hydrochloride). Reaction SMILES: [ClH:1].O1CCOCC1.[OH:8][C@@H:9]1[C@H:13]2[N:14]([C:19](=[O:34])[C@@H:20]([NH:26]C(=O)OC(C)(C)C)[CH2:21][C:22]([CH3:25])([CH3:24])[CH3:23])[CH2:15][C@@H:16]([O:17][CH3:18])[C@H:12]2[O:11][CH2:10]1>>[ClH:1].[NH2:26][C@@H:20]([CH2:21][C:22]([CH3:25])([CH3:24])[CH3:23])[C:19]([N:14]1[CH2:15][C@@H:16]([O:17][CH3:18])[C@H:12]2[O:11][CH2:10][C@H:9]([OH:8])[C@@H:13]12)=[O:34] |f:3.4|. Procedure: A solution of HCl in 1,4-dioxane (4.0M, 25 mL, 100 mmol) was added to tert-butyl (S)-1-((3R,3aR,6R,6aS)-3-hydroxy-6-methoxydihydro-2H-furo[3,2-b]pyrrol-4(5H,6H,6aH)-yl)-4,4-dimethyl-1-oxopentan-2-ylcarbamate (1.73 g, 4.48 mmol). The solution was stirred for 2 hours then the solvents were removed in vacuo and the residue azeotroped with toluene (1×50 mL then 1×25 mL) to leave (S)-2-amino-1-((3R,3aR,6R,6aS)-3-hydroxy-6-methoxydihydro-2H-furo[3,2-b]pyrrol-4(5H,6H,6aH)-yl)-4,4-dimethylpentan-1-one h... Starting materials: COC(CCCCCC[C@H]1[C@@H](CCC1=O)C=CC(CC1CCCCC1)OC(C)=O)=O (trans-2-(4-cyclohexyl-3-acetoxy-1-butenyl)-5-oxocyclopentaneheptanoic acid methyl ester), C[O-].[Na+] (sodium methoxide), C(C)(=O)O (acetic acid). Solvent: CO (methanol). Conditions: time 90 minute. Yields the product COC(CCCCCC[C@H]1[C@@H](CCC1=O)C=CC(CC1CCCCC1)O)=O (trans-2-(4-Cyclohexyl-3-hydroxy-1-butenyl)-5-oxocyclopentaneheptanoic Acid Methyl Ester). As a reaction SMILES: [CH3:1][O:2][C:3](=[O:30])[CH2:4][CH2:5][CH2:6][CH2:7][CH2:8][CH2:9][C@@H:10]1[C:14](=[O:15])[CH2:13][CH2:12][C@H:11]1[CH:16]=[CH:17][CH:18]([O:26]C(=O)C)[CH2:19][CH:20]1[CH2:25][CH2:24][CH2:23][CH2:22][CH2:21]1.C[O-].[Na+].C(O)(=O)C>CO>[CH3:1][O:2][C:3](=[O:30])[CH2:4][CH2:5][CH2:6][CH2:7][CH2:8][CH2:9][C@@H:10]1[C:14](=[O:15])[CH2:13][CH2:12][C@H:11]1[CH:16]=[CH:17][CH:18]([OH:26])[CH2:19][CH:20]1[CH2:21][CH2:22][CH2:23][CH2:24][CH2:25]1 |f:1.2|. Procedure: To a suspension of trans-2-(4-cyclohexyl-3-acetoxy-1-butenyl)-5-oxocyclopentaneheptanoic acid methyl ester (265 g), prepared as described in Example 9, in methanol (287 ml) is added a solution of sodium methoxide (prepared from 172 g of sodium and 148 ml of methanol). The reaction mixture is stirred at room temperature for 90 min. then rendered neutral with one equivalent of acetic acid. The solvent is evaporated. The residue is taken up in ether. The ether solution is washed with water, dried a...